Task: describe an organic reaction: reactants, conditions, products, and yield. Dataset: the Open Reaction Database (ORD), a public repository of structured organic reaction records Reactants: CNC(=S)NC1=CC(=C(C=C1)Cl)Cl (N-methyl-N'-(3,4-dichlorophenyl)thiourea), C(#CC(=O)O)C(=O)O (acetylenedicarboxylic acid). The product is ClC=1C=C(C=CC1Cl)N=C1SC(C(N1C)=O)=CC(=O)O ([2-[(3,4-dichlorophenyl)imino]-3-methyl-4-oxo-5-thiazolidinylidene]acetic acid). Isolated yield 64.7%. Reaction SMILES: [CH3:1][NH:2][C:3]([NH:5][C:6]1[CH:11]=[CH:10][C:9]([Cl:12])=[C:8]([Cl:13])[CH:7]=1)=[S:4].[C:14]([C:19]([OH:21])=[O:20])#[C:15][C:16](O)=[O:17]>>[Cl:13][C:8]1[CH:7]=[C:6]([N:5]=[C:3]2[N:2]([CH3:1])[C:16](=[O:17])[C:15](=[CH:14][C:19]([OH:21])=[O:20])[S:4]2)[CH:11]=[CH:10][C:9]=1[Cl:12]. Procedure details: Prepared by the method described in Example 1 from N-methyl-N'-(3,4-dichlorophenyl)thiourea (4.9 g, 21 mmoles) and acetylenedicarboxylic acid (2.6 g, 22 mmoles). Recrystallization from ethyl acetate gave the product (4.5 g), mp 225°-226° C. Reactants: C=CCN(C(C)c1ccccc1)C(CC(=O)OC(C)(C)C)c1ccco1, C=CCN(C(C=Cc1ccccc1)CC(=O)OC(C)(C)C)C(C)c1ccccc1, C=CCN(C(C)c1ccccc1)C(c1ccccc1)C(O)C(=O)OC(C)(C)C, ClC(Cl)Cl. Yields the product CC(NC(CC(=O)OC(C)(C)C)c1ccco1)c1ccccc1. Reaction SMILES: [CH2:1]([CH:2]=[CH2:3])[N:4]([CH:5]([CH2:6][C:7](=[O:8])[O:9][C:10]([CH3:11])([CH3:12])[CH3:13])[c:14]1[o:15][cH:16][cH:17][cH:18]1)[CH:19]([c:20]1[cH:21][cH:22][cH:23][cH:24][cH:25]1)[CH3:26].[CH2:27]([N:28]([CH:29]([CH3:30])[c:31]1[cH:32][cH:33][cH:34][cH:35][cH:36]1)[CH:37]([CH:38]=[CH:39][c:40]1[cH:41][cH:42][cH:43][cH:44][cH:45]1)[CH2:46][C:47]([O:48][C:49]([CH3:50])([CH3:51])[CH3:52])=[O:53])[CH:54]=[CH2:55].[CH2:56]([N:57]([CH:58]([CH3:59])[c:60]1[cH:61][cH:62][cH:63][cH:64][cH:65]1)[CH:66]([c:67]1[cH:68][cH:69][cH:70][cH:71][cH:72]1)[CH:73]([OH:74])[C:75]([O:76][C:77]([CH3:78])([CH3:79])[CH3:80])=[O:81])[CH:82]=[CH2:83].[Cl:84][CH:85]([Cl:86])[Cl:87]>>[NH:4]([CH:5]([CH2:6][C:7](=[O:8])[O:9][C:10]([CH3:11])([CH3:12])[CH3:13])[c:14]1[o:15][cH:16][cH:17][cH:18]1)[CH:19]([c:20]1[cH:21][cH:22][cH:23][cH:24][cH:25]1)[CH3:26]. Reactants: CN1C(=NC2=C1C=CC(=C2)C(=O)O)CSC2=CC=C(C=C2)C#N (1-methyl-2-[(4-cyanophenyl)thiomethyl]benzimidazol-5-yl-carboxylic acid), CC(C[N-]CCC(=O)OCC)C (2-methylpropyl-N-(2-ethoxycarbonylethyl)amide), Cl (hydrochloric acid), C([O-])([O-])=O.[NH4+].[NH4+] (ammonium carbonate), C25H31N6O3S, C(C)(=O)OCC.C(C)O.N (ethyl acetate ethanol ammonia). Run in C(C)O (ethanol). Product: Cl.CC(CN(C(=O)C1=CC2=C(N(C(=N2)CSC2=CC=C(C=C2)C(N)=N)C)C=C1)CCC(=O)OCC)C (1-Methyl-2-[(4-amidinophenyl)thiomethyl]benzimidazol-5-yl-carboxylic acid-N-(2-methylpropyl)-N-(2-ethoxycarbonylethyl)amide hydrochloride). Yield: 83.0%. RXN SMILES: [CH3:1][N:2]1[C:6]2[CH:7]=[CH:8][C:9]([C:11](O)=[O:12])=[CH:10][C:5]=2[N:4]=[C:3]1[CH2:14][S:15][C:16]1[CH:21]=[CH:20][C:19]([C:22]#[N:23])=[CH:18][CH:17]=1.[CH3:24][CH:25]([CH3:35])[CH2:26][N-:27][CH2:28][CH2:29][C:30]([O:32][CH2:33][CH3:34])=[O:31].[ClH:36].C(=O)([O-])[O-].[NH4+:41].[NH4+].C(OCC)(=O)C.C(O)C.N>C(O)C>[ClH:36].[CH3:24][CH:25]([CH3:35])[CH2:26][N:27]([CH2:28][CH2:29][C:30]([O:32][CH2:33][CH3:34])=[O:31])[C:11]([C:9]1[CH:8]=[CH:7][C:6]2[N:2]([CH3:1])[C:3]([CH2:14][S:15][C:16]3[CH:21]=[CH:20][C:19]([C:22](=[NH:23])[NH2:41])=[CH:18][CH:17]=3)=[N:4][C:5]=2[CH:10]=1)=[O:12] |f:3.4.5,6.7.8,10.11|. Reported procedure: Prepared analogously to Example 27 from 1-methyl-2-[(4-cyanophenyl)thiomethyl]benzimidazol-5-yl-carboxylic acid-(N-(2-methylpropyl-N-(2-ethoxycarbonylethyl)amide, ethanolic hydrochloric acid, ethanol, and ammonium carbonate. Yield: 83% of theory, C25H31N6O3S (495.65); Rf value: 0.30 (silica gel; ethyl acetate/ethanol/ammonia=50:45:5); EKA mass spectrum: (M+H)+=496. Product: COc1cccc(N(C)C(=O)Oc2ccc(C(C)C)cc2)n1. Starting materials: O=C([O-])[O-], CCC(C)=O, COc1cccc(N(C)C(=O)Cl)n1, CC(C)c1ccc(O)cc1, [K+], [K+], O. RXN SMILES: [C:24](=[O:25])([O-:26])[O-:27].[CH2:31]([C:32]([CH3:33])=[O:34])[CH3:35].[CH3:1][O:2][c:3]1[cH:4][cH:5][cH:6][c:7]([N:9]([C:10](=[O:11])[Cl:12])[CH3:13])[n:8]1.[CH:14]([CH3:15])([CH3:16])[c:17]1[cH:18][cH:19][c:20]([OH:23])[cH:21][cH:22]1.[K+:28].[K+:29].[OH2:30]>>[CH3:1][O:2][c:3]1[cH:4][cH:5][cH:6][c:7]([N:9]([C:10](=[O:11])[O:23][c:20]2[cH:19][cH:18][c:17]([CH:14]([CH3:15])[CH3:16])[cH:22][cH:21]2)[CH3:13])[n:8]1. Reactants: CC(C)=O, C=CCC1C(=O)C=CC1O, c1ccccc1. Yields the product C=CCC1C(=O)C=CC1=O. Reaction SMILES: [CH3:17][C:18](=[O:19])[CH3:20].[OH:7][CH:8]1[CH:9]=[CH:10][C:11](=[O:16])[CH:12]1[CH2:13][CH:14]=[CH2:15].[cH:1]1[cH:2][cH:3][cH:4][cH:5][cH:6]1>>[O:7]=[C:8]1[CH:9]=[CH:10][C:11](=[O:16])[CH:12]1[CH2:13][CH:14]=[CH2:15]. Yield: 83.5%. Reported procedure: 4-(Trifluoromethoxy) phenyl boronic acid (1.3 g, 6.31 mmol) was dissolved in ethylene glycol dimethyl ether (50 ml). 3-Bromopyridine (1 ml, 9.5 mmol), aqueous sodium carbonate (2M, 30 ml), and Pd(dppb)Cl2 (100 mg) were added and the reaction mixture was stirred at 85° C. for 3 hours. The mixture was allowed to cool to room temperature, then water (200 ml) was added and the mixture was extracted with ethyl acetate (3×100 ml). The combined organic fractions were dried (MgSO4) and the solvent was e... Run at temperature 85 celsius, time 3 hour. Yields the product FC(OC1=CC=C(C=C1)C=1C=NC=CC1)(F)F (3-(4-Trifluoromethoxyphenyl)pyridine). Run in COCCOC (ethylene glycol dimethyl ether). The reactants are BrC=1C=NC=CC1 (3-Bromopyridine), C([O-])([O-])=O.[Na+].[Na+] (sodium carbonate), Pd(dppb)Cl2, O (water), FC(OC1=CC=C(C=C1)B(O)O)(F)F (4-(Trifluoromethoxy) phenyl boronic acid). Reaction SMILES: [F:1][C:2]([F:14])([F:13])[O:3][C:4]1[CH:9]=[CH:8][C:7](B(O)O)=[CH:6][CH:5]=1.Br[C:16]1[CH:17]=[N:18][CH:19]=[CH:20][CH:21]=1.C(=O)([O-])[O-].[Na+].[Na+].O>COCCOC>[F:1][C:2]([F:14])([F:13])[O:3][C:4]1[CH:9]=[CH:8][C:7]([C:16]2[CH:17]=[N:18][CH:19]=[CH:20][CH:21]=2)=[CH:6][CH:5]=1 |f:2.3.4|. Reactants: Cl (hydrochloric acid), Cl (hydrochloric acid), carboxylic acid, C(CCCCCC)O (n-heptanol), CC1=NOC(=N1)CC(=O)O (3-methyl-1,2,4-oxadiazol-5-yl-acetic acid). Run in O (water). The product is CC1=NOC(=N1)CC(=O)OCCCCCCC (n-heptyl 3-methyl-1,2,4-oxadiazol-5-yl-acetate). Reaction SMILES: Cl.[CH2:2]([OH:9])[CH2:3][CH2:4][CH2:5][CH2:6][CH2:7][CH3:8].[CH3:10][C:11]1[N:15]=[C:14]([CH2:16][C:17](O)=[O:18])[O:13][N:12]=1>O>[CH3:10][C:11]1[N:15]=[C:14]([CH2:16][C:17]([O:9][CH2:2][CH2:3][CH2:4][CH2:5][CH2:6][CH2:7][CH3:8])=[O:18])[O:13][N:12]=1. Procedure: Under anhydrous conditions, a stream of gaseous hydrochloric acid was passed through 25 ml of n-heptanol and as soon as a saturated solution was reached at room temperature, 5.7 g (0.04 mol) of 3-methyl-1,2,4-oxadiazol-5-yl-acetic acid were introduced. Introduction of a slow stream of hydrochloric acid was continued for two hours and the reaction mixture was then stirred for 60 hours at room temperature whereby conversion of the carboxylic acid was virtually completed. The reaction mixture was t... Starting materials: C=CCCCC, Cc1ccc(C)c(C(C)C[SiH](Cl)Cl)c1, CC(C)O. RXN SMILES: [CH2:15]=[CH:16][CH2:17][CH2:18][CH2:19][CH3:20].[CH3:1][c:2]1[c:3]([CH:9]([CH2:10][SiH:11]([Cl:12])[Cl:13])[CH3:14])[cH:4][c:5]([CH3:8])[cH:6][cH:7]1.[CH:21]([OH:22])([CH3:23])[CH3:24]>>[CH3:1][c:2]1[c:3]([CH:9]([CH2:10][Si:11]([Cl:12])([Cl:13])[CH2:15][CH2:16][CH2:17][CH2:18][CH2:19][CH3:20])[CH3:14])[cH:4][c:5]([CH3:8])[cH:6][cH:7]1. The product is CCCCCC[Si](Cl)(Cl)CC(C)c1cc(C)ccc1C.